This data is from the Open Reaction Database (ORD), a public repository of structured organic reaction records. The task is: describe an organic reaction: reactants, conditions, products, and yield Reactants: C(O)(O)=O.ClC(C)Cl (1-Chloroethyl chloride carbonate), C(C1=CC=CC=C1)N1C[C@@H]([C@H](C1)C1=CC=C(C=C1)[N+](=O)[O-])CO[Si](C)(C)C(C)(C)C ((3R,4S)-1-benzyl-3-({[tert-butyl(dimethyl)silyl]oxy}methyl)-4-(4-nitrophenyl)pyrrolidine), C([O-])([O-])=O.[Na+].[Na+] (sodium carbonate). Run in ClCCCl (1,2-dichloroethane). Product: [Si](C)(C)(C(C)(C)C)OC[C@H]1CNC[C@@H]1C1=CC=C(C=C1)[N+](=O)[O-] ((3R,4S)-3-({[tert-butyl(dimethyl)silyl]oxy}methyl)-4-(4-nitrophenyl)pyrrolidine). Isolated yield 94.3%. As a reaction SMILES: C(=O)(O)O.ClC(Cl)C.C([N:16]1[CH2:20][C@H:19]([C:21]2[CH:26]=[CH:25][C:24]([N+:27]([O-:29])=[O:28])=[CH:23][CH:22]=2)[C@@H:18]([CH2:30][O:31][Si:32]([C:35]([CH3:38])([CH3:37])[CH3:36])([CH3:34])[CH3:33])[CH2:17]1)C1C=CC=CC=1.C(=O)([O-])[O-].[Na+].[Na+]>ClCCCl>[Si:32]([O:31][CH2:30][C@@H:18]1[C@@H:19]([C:21]2[CH:22]=[CH:23][C:24]([N+:27]([O-:29])=[O:28])=[CH:25][CH:26]=2)[CH2:20][NH:16][CH2:17]1)([C:35]([CH3:38])([CH3:37])[CH3:36])([CH3:34])[CH3:33] |f:0.1,3.4.5|. Procedure: 1-Chloroethyl chloride carbonate was added to 4 ml of a 1,2-dichloroethane solution of 390 mg of (3R,4S)-1-benzyl-3-({[tert-butyl(dimethyl)silyl]oxy}methyl)-4-(4-nitrophenyl)pyrrolidine under cooling with ice bath, and this was warmed up to room temperature and stirred for 2Hours. This was again cooled in an ice bath, mixed with saturated sodium carbonate aqueous solution, warmed up to room temperature and stirred for 30 minutes. This was extracted twice with chloroform, and the combined organic... The reactants are CCCCCCO, CN([SiH](C)C)[Si](C)(C)C, N. Yields the product CCCCCCO[Si](C)(C)C. Reaction SMILES: [CH2:1]([CH2:2][CH2:3][CH2:4][CH2:5][CH3:6])[OH:7].[CH3:8][SiH:9]([CH3:10])[N:15]([Si:11]([CH3:12])([CH3:13])[CH3:14])[CH3:16].[NH3:17]>>[CH2:1]([CH2:2][CH2:3][CH2:4][CH2:5][CH3:6])[O:7][Si:11]([CH3:12])([CH3:13])[CH3:14].